From a dataset of the Open Reaction Database (ORD), a public repository of structured organic reaction records. describe an organic reaction: reactants, conditions, products, and yield Reactants: Br.NC1=CC=C2CCC(C2=C1O)=O (6-Amino-7-hydroxyindan-1-one hydrobromide), C(OCC)(OCC)OCC (triethyl orthoformate). Run in C(C)(=O)OCC (ethyl acetate), O1CCCC1 (tetrahydrofuran). The product is O1C=NC2=C1C=1C(CCC1C=C2)=O (6,7-Dihydro-8H-indeno[5,4-d][1,3]oxazol-8-one). Yield: 61.7%. As a reaction SMILES: Br.[NH2:2][C:3]1[C:11]([OH:12])=[C:10]2[C:6]([CH2:7][CH2:8][C:9]2=[O:13])=[CH:5][CH:4]=1.[CH:14](OCC)(OCC)OCC>O1CCCC1.C(OCC)(=O)C>[O:12]1[C:11]2[C:10]3[C:9](=[O:13])[CH2:8][CH2:7][C:6]=3[CH:5]=[CH:4][C:3]=2[N:2]=[CH:14]1 |f:0.1|. Procedure details: 6-Amino-7-hydroxyindan-1-one hydrobromide (50 mg, 0.205 mmol) and triethyl orthoformate (128 μL, 0.769 mmol) were heated under reflux in tetrahydrofuran (2.5 mL) for 0.5 hr. The mixture was diluted with ethyl acetate, washed with saturated brine and dried over anhydrous sodium sulfate. The solvent was evaporated under reduced pressure, and the residue was purified by silica gel column chromatography (ethyl acetate/hexane=30/70→80/20) to give the title compound (21.9 mg, yield from Reference Exam... Starting materials: BrC1=CC=C(N=N1)N1CCN2CCC1CC2 (4-(6-bromo-pyridazin-3-yl)-1,4-diazabicyclo[3.2.2]nonane), C(C)B(C=1C=NC=CC1)CC (diethyl-3-pyridylborane), C([O-])([O-])=O.[K+].[K+] (potassium carbonate), palladium(0)tetrakistriphenylphosphine, C(CCO)O (1,3-propandiol), O1CCOCC1 (dioxane). Yields the product C(\C=C\C(=O)O)(=O)O.N1=CC(=CC=C1)C1=CC=C(N=N1)N1CCN2CCC1CC2 (4-(6-Pyridin-3-yl-pyridazin-3-yl)-1,4-diazabicyclo[3.2.2]nonane fumaric acid salt). Reaction SMILES: Br[C:2]1[N:7]=[N:6][C:5]([N:8]2[CH:14]3[CH2:15][CH2:16][N:11]([CH2:12][CH2:13]3)[CH2:10][CH2:9]2)=[CH:4][CH:3]=1.C(B(CC)[C:20]1[CH:21]=[N:22][CH:23]=[CH:24][CH:25]=1)C.[C:28](=[O:31])([O-:30])[O-].[K+].[K+].[CH2:34](O)[CH2:35][CH2:36][OH:37].[O:39]1CCOCC1>>[C:36]([OH:37])(=[O:39])/[CH:35]=[CH:34]/[C:28]([OH:30])=[O:31].[N:22]1[CH:23]=[CH:24][CH:25]=[C:20]([C:2]2[N:7]=[N:6][C:5]([N:8]3[CH:14]4[CH2:15][CH2:16][N:11]([CH2:12][CH2:13]4)[CH2:10][CH2:9]3)=[CH:4][CH:3]=2)[CH:21]=1 |f:2.3.4,7.8|. Procedure: A mixture of 4-(6-bromo-pyridazin-3-yl)-1,4-diazabicyclo[3.2.2]nonane (0.49 g, 1.7 mmol), diethyl-3-pyridylborane (0.38 g, 2.6 mmol), aqueous potassium carbonate (2.6 ml, 2M), palladium(0)tetrakistriphenylphosphine (59 mg, 0.051 mmol), 1,3-propandiol (0.37 ml, 5.1 mmol) and dioxane (5 ml) was stirred at reflux for 15 hours. The mixture was evaporated. Aqueous sodium hydroxide (10 ml, 4M) was added. The mixture was extracted with dichloromethane (3×20 ml). Chromatography on silica gel with dichlo... The reactants are C1(CCCCC1)COC1=CC=C(C=C1)C(C)=O (4'-(cyclohexylmethoxy)acetophenone), [Se](=O)=O (selenium dioxide), O (water). Product: O.C1(CCCCC1)COC1=CC=C(C=C1)C(=O)C=O.C1(CCCCC1)COC1=CC=C(C=C1)C(=O)C=O ([p-(Cyclohexylmethoxy)phenyl]glyoxal hemihydrate). Conditions: temperature 120 celsius, time 18.5 hour. As a reaction SMILES: [CH:1]1([CH2:7][O:8][C:9]2[CH:14]=[CH:13][C:12]([C:15](=[O:17])[CH3:16])=[CH:11][CH:10]=2)[CH2:6][CH2:5][CH2:4][CH2:3][CH2:2]1.[Se](=O)=[O:19].[OH2:21]>O1CCOCC1>[OH2:8].[CH:1]1([CH2:7][O:8][C:9]2[CH:14]=[CH:13][C:12]([C:15]([CH:16]=[O:19])=[O:17])=[CH:11][CH:10]=2)[CH2:2][CH2:3][CH2:4][CH2:5][CH2:6]1.[CH:1]1([CH2:7][O:8][C:9]2[CH:14]=[CH:13][C:12]([C:15]([CH:16]=[O:21])=[O:17])=[CH:11][CH:10]=2)[CH2:2][CH2:3][CH2:4][CH2:5][CH2:6]1 |f:4.5.6|. Solvent: O1CCOCC1 (p-dioxane). Procedure details: A mixture of 12.0 g of 4'-(cyclohexylmethoxy)acetophenone, 5.8 g of selenium dioxide, 1.4 ml of water and 70 ml of p-dioxane was refluxed with stirring at 120° C. for 18.5 hours, cooled and filtered through diatomaceous earth, washing with p-dioxane. The combined filtrate and wash was poured into 200 ml of water cooled to 8° C. The yellow solid was collected and dried. An 8.1 g portion of sodium bisulfite was dissolved in 500 ml of water. To this was added a solution of the above solid in a mixt...